From a dataset of the Open Reaction Database (ORD), a public repository of structured organic reaction records. describe an organic reaction: reactants, conditions, products, and yield The reactants are [OH-].[Na+] (sodium hydroxide), FC1=C(C=CC(=C1)C(C(=O)[O-])(C(=O)[O-])C)C1=CC=CC=C1 (2-(2-fluoro-4-biphenylyl)-2-methylmalonate), Cl (hydrochloric acid). The solvent is O (water), C(C)O (ethanol). The product is FC1=C(C=CC(=C1)C(C(=O)O)(C(=O)O)C)C1=CC=CC=C1 (2-(2-fluoro-4-biphenylyl)-2-methyl malonic acid). Isolated yield 93.0%. RXN SMILES: [F:1][C:2]1[CH:7]=[C:6]([C:8]([CH3:15])([C:12]([O-:14])=[O:13])[C:9]([O-:11])=[O:10])[CH:5]=[CH:4][C:3]=1[C:16]1[CH:21]=[CH:20][CH:19]=[CH:18][CH:17]=1.[OH-].[Na+].Cl>C(O)C.O>[F:1][C:2]1[CH:7]=[C:6]([C:8]([CH3:15])([C:12]([OH:14])=[O:13])[C:9]([OH:11])=[O:10])[CH:5]=[CH:4][C:3]=1[C:16]1[CH:21]=[CH:20][CH:19]=[CH:18][CH:17]=1 |f:1.2|. Procedure: To a stirred solution of 7.58 g (22.0 mmol) of diethyl 2-(2-fluoro-4-biphenylyl)-2-methylmalonate VI in 50 ml of absolute ethanol, maintained under nitrogen gas at ~15° C. (ice bath) is added 8.72 g (109.0 mmol, 5.0 mol-equiv.) of 50% aqueous sodium hydroxide. The temperature is maintained at <25° C. for 6 hours. The resulting suspension is diluted with 150 ml water and the pH is adjusted to ~8.0 with dilute hydrochloric acid. The solution is transferred to a separatory funnel and is extracted w... The reactants are [BH4-], C[O-], CO, Nc1ccc2c(c1)[nH]c1cc(OCCOCCOCCF)ccc12, [Na+], [Na+]. The product is CNc1ccc2c(c1)[nH]c1cc(OCCOCCOCCF)ccc12. RXN SMILES: [BH4-:28].[CH3:25][O-:26].[CH3:30][OH:31].[F:1][CH2:2][CH2:3][O:4][CH2:5][CH2:6][O:7][CH2:8][CH2:9][O:10][c:11]1[cH:12][cH:13][c:14]2[c:15]3[cH:16][cH:17][c:18]([NH2:24])[cH:19][c:20]3[nH:21][c:22]2[cH:23]1.[Na+:27].[Na+:29]>>[F:1][CH2:2][CH2:3][O:4][CH2:5][CH2:6][O:7][CH2:8][CH2:9][O:10][c:11]1[cH:12][cH:13][c:14]2[c:15]3[cH:16][cH:17][c:18]([NH:24][CH3:25])[cH:19][c:20]3[nH:21][c:22]2[cH:23]1. Reactants: N([C@@H](CC(C)C)C(=O)O)C(=O)OCC1=CC=CC=C1 (Z-Leu-OH), CN(C)C=O (DMF). Product: N([C@@H](CC(C)C)C(=O)NCC(=O)OC)C(=O)OCC1=CC=CC=C1 (Z-Leu-Gly-OCH3). RXN SMILES: [NH:1]([C:10]([O:12][CH2:13][C:14]1[CH:19]=[CH:18][CH:17]=[CH:16][CH:15]=1)=[O:11])[C@H:2]([C:7]([OH:9])=O)[CH2:3][CH:4]([CH3:6])[CH3:5].CN([CH:23]=[O:24])C>>[NH:1]([C:10]([O:12][CH2:13][C:14]1[CH:19]=[CH:18][CH:17]=[CH:16][CH:15]=1)=[O:11])[C@H:2]([C:7]([NH:1][CH2:2][C:7]([O:24][CH3:23])=[O:9])=[O:9])[CH2:3][CH:4]([CH3:5])[CH3:6]. Procedure details: 0.22 mole of Z-Leu-OH are dissolved in 500 ml of DMF. To this solution are successively added: Reactants: CCCN, CCO, Cc1cc(Cl)nc(N)n1. Yields the product CCCNc1cc(C)nc(N)n1. Reaction SMILES: [CH2:10]([CH2:11][CH3:12])[NH2:13].[CH3:14][CH2:15][OH:16].[CH3:1][c:2]1[cH:3][c:4]([Cl:5])[n:6][c:7]([NH2:8])[n:9]1>>[CH3:1][c:2]1[cH:3][c:4]([NH:13][CH2:10][CH2:11][CH3:12])[n:6][c:7]([NH2:8])[n:9]1. Starting materials: CCOCC, CC(C)c1c(CC=CO)c(-c2ccccc2)c2c3ccccc3cnn12. Product: CC(C)c1c(C=CC=O)c(-c2ccccc2)c2c3ccccc3cnn12. RXN SMILES: [CH3:27][CH2:28][O:29][CH2:30][CH3:31].[CH:1]([CH3:2])([CH3:3])[c:4]1[c:5]([CH2:23][CH:24]=[CH:25][OH:26])[c:6](-[c:17]2[cH:18][cH:19][cH:20][cH:21][cH:22]2)[c:7]2[n:8]1[n:9][cH:10][c:11]1[cH:12][cH:13][cH:14][cH:15][c:16]21>>[CH:1]([CH3:2])([CH3:3])[c:4]1[c:5]([CH:23]=[CH:24][CH:25]=[O:26])[c:6](-[c:17]2[cH:18][cH:19][cH:20][cH:21][cH:22]2)[c:7]2[n:8]1[n:9][cH:10][c:11]1[cH:12][cH:13][cH:14][cH:15][c:16]21. The reactants are C(C)(C)(C)OC(=O)NC1=CC2=C(OC(=C2C)C)C(=C1)NC(C1=C(C=CC=C1Cl)Cl)=O (5-(tert-butoxycarbonylamino)-7-(2,6-dichlorobenzoylamino)-2,3-dimethylbenzo[b]furan), Cl (hydrogen chloride), C(C)OCC (diethyl ether). Run in C(C)(=O)OCC (ethyl acetate). Product: Cl.NC1=CC2=C(OC(=C2C)C)C(=C1)NC(C1=C(C=CC=C1Cl)Cl)=O (5-amino-7-(2,6-dichlorobenzoylamino)-2,3-dimethylbenzo[b]furan hydrochloride). Yield: 183.7%. As a reaction SMILES: C(OC([NH:8][C:9]1[CH:19]=[C:18]([NH:20][C:21](=[O:30])[C:22]2[C:27]([Cl:28])=[CH:26][CH:25]=[CH:24][C:23]=2[Cl:29])[C:12]2[O:13][C:14]([CH3:17])=[C:15]([CH3:16])[C:11]=2[CH:10]=1)=O)(C)(C)C.Cl.C(OCC)C>C(OCC)(=O)C>[ClH:28].[NH2:8][C:9]1[CH:19]=[C:18]([NH:20][C:21](=[O:30])[C:22]2[C:27]([Cl:28])=[CH:26][CH:25]=[CH:24][C:23]=2[Cl:29])[C:12]2[O:13][C:14]([CH3:17])=[C:15]([CH3:16])[C:11]=2[CH:10]=1 |f:4.5|. Reported procedure: A solution of 5-(tert-butoxycarbonylamino)-7-(2,6-dichlorobenzoylamino)-2,3-dimethylbenzo[b]furan (1.56 g) in 4N-hydrogen chloride in ethyl acetate (10 ml) was stirred at ambient temperature for 1 hour and to the reaction mixture was added diethyl ether. The separated solid was collected, washed with diethyl ether and dried to give 5-amino-7-(2,6-dichlorobenzoylamino)-2,3-dimethylbenzo[b]furan hydrochloride (1.23 g). The reactants are BrCc1ccccc1, O=C([O-])[O-], O=C1CCC(C(=O)O)C1, [K+], [K+], CN(C)C=O, O. The product is O=C1CCC(C(=O)OCc2ccccc2)C1. Reaction SMILES: [Br:16][CH2:17][c:18]1[cH:19][cH:20][cH:21][cH:22][cH:23]1.[C:10](=[O:11])([O-:12])[O-:13].[C:1](=[O:2])([OH:3])[CH:4]1[CH2:5][C:6](=[O:9])[CH2:7][CH2:8]1.[K+:14].[K+:15].[O:25]=[CH:26][N:27]([CH3:28])[CH3:29].[OH2:24]>>[C:1](=[O:2])([O:3][CH2:17][c:18]1[cH:19][cH:20][cH:21][cH:22][cH:23]1)[CH:4]1[CH2:5][C:6](=[O:9])[CH2:7][CH2:8]1.